Dataset: the Open Reaction Database (ORD), a public repository of structured organic reaction records. Task: describe an organic reaction: reactants, conditions, products, and yield Starting materials: CC1(OB(OC1(C)C)C1=CC=C(C(=O)OC)C=C1)C (methyl 4-(4,4,5,5-tetramethyl-1,3,2-dioxaborolan-2-yl)benzoate), BrC=1C=CC=2N(C1)C(=CN2)I (6-bromo-3-iodoimidazo[1,2-a]pyridine), P(=O)([O-])([O-])[O-].[K+].[K+].[K+] (potassium phosphate), tetrakistriphenyl phosphine palladium. The solvent is CN(C=O)C (N,N-dimethylformamide). The product is BrC=1C=CC=2N(C1)C(=CN2)C2=CC=C(C(=O)OC)C=C2 (Methyl 4-(6-bromoimidazo[1,2-a]pyridin-3-yl)benzoate). Yield: 67.8%. Reaction SMILES: CC1(C)C(C)(C)OB([C:9]2[CH:18]=[CH:17][C:12]([C:13]([O:15][CH3:16])=[O:14])=[CH:11][CH:10]=2)O1.[Br:20][C:21]1[CH:22]=[CH:23][C:24]2[N:25]([C:27](I)=[CH:28][N:29]=2)[CH:26]=1.P([O-])([O-])([O-])=O.[K+].[K+].[K+]>CN(C)C=O>[Br:20][C:21]1[CH:22]=[CH:23][C:24]2[N:25]([C:27]([C:9]3[CH:10]=[CH:11][C:12]([C:13]([O:15][CH3:16])=[O:14])=[CH:17][CH:18]=3)=[CH:28][N:29]=2)[CH:26]=1 |f:2.3.4.5|. Procedure details: 2.3 g methyl 4-(4,4,5,5-tetramethyl-1,3,2-dioxaborolan-2-yl)benzoate prepared according to T. Ishiyama et al., J. Org. Chem., 60, 7508 (1995), 2.0 g 6-bromo-3-iodoimidazo[1,2-a]pyridine (compound in Production Example 49), 2.5 g potassium phosphate, 360 mg tetrakistriphenyl phosphine palladium and 30 mL N,N-dimethylformamide were heated at 100° C. under nitrogen atmosphere. Insolubles were filtered off, the solvent was removed, and the residue was purified by NH silica gel column chromatography ... The reactants are CN(CCCO)C (3-(dimethylamino)propane-1-ol), N1(CCCC1)C1=CC=NC=C1 (4-pyrrolidin-1-ylpyridine), 1-(3-dimethylaminopropyl)-3-ethylcarbondiimide iodine methyl, NC1=C2NC(N(C2=NC(=N1)OCCCC)CCOC1=C(C(=O)O)C=CC=C1)=O (2-[2-(6-Amino-2-butoxy-8-oxo-7,8-dihydro-9H-purin-9-yl)ethoxy]benzoic Acid). Run in ClCCl (dichloromethane). Reaction conditions: time 96 hour. The product is NC1=C2NC(N(C2=NC(=N1)OCCCC)CCOC1=C(C(=O)OCCCN(C)C)C=CC=C1)=O (3-(Dimethylamino)propyl 2-[2-(6-amino-2-butoxy-8-oxo-7,8-dihydro-9H-purin-9-yl)ethoxy]benzoate). As a reaction SMILES: [NH2:1][C:2]1[N:10]=[C:9]([O:11][CH2:12][CH2:13][CH2:14][CH3:15])[N:8]=[C:7]2[C:3]=1[NH:4][C:5](=[O:28])[N:6]2[CH2:16][CH2:17][O:18][C:19]1[CH:27]=[CH:26][CH:25]=[CH:24][C:20]=1[C:21]([OH:23])=[O:22].[CH3:29][N:30]([CH3:35])[CH2:31][CH2:32][CH2:33]O.N1(C2C=CN=CC=2)CCCC1>ClCCl>[NH2:1][C:2]1[N:10]=[C:9]([O:11][CH2:12][CH2:13][CH2:14][CH3:15])[N:8]=[C:7]2[C:3]=1[NH:4][C:5](=[O:28])[N:6]2[CH2:16][CH2:17][O:18][C:19]1[CH:27]=[CH:26][CH:25]=[CH:24][C:20]=1[C:21]([O:23][CH2:33][CH2:32][CH2:31][N:30]([CH3:35])[CH3:29])=[O:22]. Reported procedure: The compound obtained in Example 2-9 step (iii) (50 mg) was dissolved in dichloromethane (5 ml), and thereto were added 3-(dimethylamino)propane-1-ol (0.016 ml), 4-pyrrolidin-1-ylpyridine (2 mg) and 1-(3-dimethylaminopropyl)-3-ethylcarbondiimide iodine methyl (42 mg). The mixture was stirred at room temperature for 96 hours and applied to a cartridge of SCX resin. The resin was washed with acetonitrile and the fractions were collected by application of 10% aqueous ammonium solution-acetonitrile,...